From a dataset of the Open Reaction Database (ORD), a public repository of structured organic reaction records. describe an organic reaction: reactants, conditions, products, and yield Starting materials: ClC1=CC(=C(C(=O)O)C=C1)NCCO (4-chloro-2-[(2-hydroxyethyl)amino]benzoic acid), NC1=CC=C2CCC(N(C2=C1)C)=O (7-amino-1-methyl-3,4-dihydroquinolin-2(1H)-one), Cl.C(C)N=C=NCCCN(C)C (1-ethyl-3-[3-(N,N-dimethylamino)propyl]carbodiimide hydrochloride). The solvent is ClCCl (dichloromethane). Product: ClC1=CC(=C(C(=O)NC2=CC=C3CCC(N(C3=C2)C)=O)C=C1)NCCO (4-chloro-2-[(2-hydroxyethyl)amino]-N-(1-methyl-2-oxo-1,2,3,4-tetrahydroquinolin-7-yl)benzamide). Reaction SMILES: [Cl:1][C:2]1[CH:10]=[CH:9][C:5]([C:6]([OH:8])=O)=[C:4]([NH:11][CH2:12][CH2:13][OH:14])[CH:3]=1.[NH2:15][C:16]1[CH:25]=[C:24]2[C:19]([CH2:20][CH2:21][C:22](=[O:27])[N:23]2[CH3:26])=[CH:18][CH:17]=1.Cl.C(N=C=NCCCN(C)C)C>ClCCl>[Cl:1][C:2]1[CH:10]=[CH:9][C:5]([C:6]([NH:15][C:16]2[CH:25]=[C:24]3[C:19]([CH2:20][CH2:21][C:22](=[O:27])[N:23]3[CH3:26])=[CH:18][CH:17]=2)=[O:8])=[C:4]([NH:11][CH2:12][CH2:13][OH:14])[CH:3]=1 |f:2.3|. Procedure: In dichloromethane, a mixture of 4-chloro-2-[(2-hydroxyethyl)amino]benzoic acid and 7-amino-1-methyl-3,4-dihydroquinolin-2(1H)-one was treated with 1-ethyl-3-[3-(N,N-dimethylamino)propyl]carbodiimide hydrochloride at room temperature to obtain 4-chloro-2-[(2-hydroxyethyl)amino]-N-(1-methyl-2-oxo-1,2,3,4-tetrahydroquinolin-7-yl)benzamide. The reactants are ClC=1N=C(C2=C(N1)SC=C2)NC2=CC=CC=C2 (2-Chloro-4-(phenylamino)thieno[2,3-d]pyrimidine), NC=1C(=CC=CC1)C (o-toluidine). Run in C(C)OCC (diethyl ether). Product: Cl.CC1=C(C=CC=C1)NC=1N=C(C2=C(N1)SC=C2)NC2=CC=CC=C2 (2-(2-Methylphenylamino)-4-(phenylamino)thieno[2,3-d]-pyrimidine hydrochloride), hydrochloride salt. RXN SMILES: [Cl:1][C:2]1[N:3]=[C:4]([NH:11][C:12]2[CH:17]=[CH:16][CH:15]=[CH:14][CH:13]=2)[C:5]2[CH:10]=[CH:9][S:8][C:6]=2[N:7]=1.[NH2:18][C:19]1[C:20]([CH3:25])=[CH:21][CH:22]=[CH:23][CH:24]=1>C(OCC)C>[ClH:1].[CH3:25][C:20]1[CH:21]=[CH:22][CH:23]=[CH:24][C:19]=1[NH:18][C:2]1[N:3]=[C:4]([NH:11][C:12]2[CH:17]=[CH:16][CH:15]=[CH:14][CH:13]=2)[C:5]2[CH:10]=[CH:9][S:8][C:6]=2[N:7]=1 |f:3.4|. Procedure: 2-Chloro-4-(phenylamino)thieno[2,3-d]pyrimidine (3 g, 0.0115 mol) and o-toluidine (2.46 g, 0.023 mol) were heated at 140° for 3 hours. Addition of diethyl ether gave a solid which was collected by filtration and dried, (3.7 g). Recrystallization from ethanolic HCl gave the title compound as the hydrochloride salt, (1.67 g), m.p. 232°-234°. The reactants are O1C=NC(=C1)C(=O)Cl (1,3-Oxazole-4-carbonyl chloride), NC=1SC2=C(N1)C=CC(=C2)OC=2C=CC(=C(C2)NC(C2=CC(=CC=C2)C(C)(C)C#N)=O)C (N-{5-[(2-amino-1,3-benzothiazol-6-yl)oxy]-2-methylphenyl}-3-(1-cyano-1-methylethyl)benzamide). Solvent: N1=CC=CC=C1 (pyridine). Run at time 12 hour. The product is C(#N)C(C)(C)C=1C=C(C(=O)NC=2C=C(OC3=CC4=C(N=C(S4)NC(=O)C=4N=COC4)C=C3)C=CC2C)C=CC1 (N-[6-(3-{[3-(1-cyano-1-methylethyl)benzoyl]amino}-4-methylphenoxy)-1,3-benzothiazol-2-yl]-1,3-oxazole-4-carboxamide). The yield is 29.0%. As a reaction SMILES: [O:1]1[CH:5]=[C:4]([C:6](Cl)=[O:7])[N:3]=[CH:2]1.[NH2:9][C:10]1[S:11][C:12]2[CH:18]=[C:17]([O:19][C:20]3[CH:21]=[CH:22][C:23]([CH3:40])=[C:24]([NH:26][C:27](=[O:39])[C:28]4[CH:33]=[CH:32][CH:31]=[C:30]([C:34]([C:37]#[N:38])([CH3:36])[CH3:35])[CH:29]=4)[CH:25]=3)[CH:16]=[CH:15][C:13]=2[N:14]=1>N1C=CC=CC=1>[C:37]([C:34]([C:30]1[CH:29]=[C:28]([CH:33]=[CH:32][CH:31]=1)[C:27]([NH:26][C:24]1[CH:25]=[C:20]([CH:21]=[CH:22][C:23]=1[CH3:40])[O:19][C:17]1[CH:16]=[CH:15][C:13]2[N:14]=[C:10]([NH:9][C:6]([C:4]3[N:3]=[CH:2][O:1][CH:5]=3)=[O:7])[S:11][C:12]=2[CH:18]=1)=[O:39])([CH3:36])[CH3:35])#[N:38]. Procedure details: 1,3-Oxazole-4-carbonyl chloride synthesized above was suspended in pyridine (4.0 mL) at 0° C., N-{5-[(2-amino-1,3-benzothiazol-6-yl)oxy]-2-methylphenyl}-3-(1-cyano-1-methylethyl)benzamide (200 mg, 0.452 mmol) produced in Example A7(vi) was added, and the mixture was stirred at room temperature for 12 hr. The reaction mixture was concentrated under reduced pressure, and the residue was suspended in methanol (4.0 mL). 1N Aqueous sodium hydroxide solution (4.0 mL) was added, and the mixture was sti... The reactants are [OH-].[Na+] (sodium hydroxide), ClC(C(=O)C1=CC=C2CN(C3=C(CN21)C=CC=C3)C(C3=CC(=C(C=C3)C3=CCCCC3)C)=O)(Cl)Cl (2.2.2-Trichioro-1-[10-(4-cyclohex-1-en-1-yl-3-methyl-benzoyl)-10,11-dihydro-5H-pvrrolo[2,1-c][1,4]benzodiazepin-3-yl]-ethanone), Cl (hydrochloric acid). Run in CC(=O)C (acetone). Run at time 3 hour. Yields the product C1(=CCCCC1)C1=C(C=C(C(=O)N2CC=3N(CC4=C2C=CC=C4)C(=CC3)C(=O)O)C=C1)C (10-(4-Cyclohex-1-en-1-yl-3-methyl-benzoyl)-10,11-dihydro-5H-pyrrolo[2,1-c][1,4]benzodiazepine-3-carboxylic acid). Isolated yield 79.3%. As a reaction SMILES: ClC(Cl)(Cl)[C:3]([C:5]1[N:14]2[C:8]([CH2:9][N:10]([C:19](=[O:33])[C:20]3[CH:25]=[CH:24][C:23]([C:26]4[CH2:31][CH2:30][CH2:29][CH2:28][CH:27]=4)=[C:22]([CH3:32])[CH:21]=3)[C:11]3[CH:18]=[CH:17][CH:16]=[CH:15][C:12]=3[CH2:13]2)=[CH:7][CH:6]=1)=[O:4].[OH-:36].[Na+].Cl>CC(C)=O>[C:26]1([C:23]2[CH:24]=[CH:25][C:20]([C:19]([N:10]3[C:11]4[CH:18]=[CH:17][CH:16]=[CH:15][C:12]=4[CH2:13][N:14]4[C:5]([C:3]([OH:36])=[O:4])=[CH:6][CH:7]=[C:8]4[CH2:9]3)=[O:33])=[CH:21][C:22]=2[CH3:32])[CH2:31][CH2:30][CH2:29][CH2:28][CH:27]=1 |f:1.2|. Procedure details: 2.2.2-Trichioro-1-[10-(4-cyclohex-1-en-1-yl-3-methyl-benzoyl)-10,11-dihydro-5H-pvrrolo[2,1-c][1,4]benzodiazepin-3-yl]-ethanone of Step D (0.700 g, 1.33 mmol), was dissolved in acetone (8.9 mL) followed by addition of 2.5 N sodium hydroxide (1.60 mL, 3.99 mmol). The reaction was stirred at room temperature for 3 hours, and acidified with 2 N hydrochloric acid. The acidic mixture was extracted with diethyl ether and the organic phase extracted with 1 N sodium hydroxide. The combined basic extracts... Yields the product COC[C@@H]([C@H]([C@H]([C@@H](C=O)O)O)O)O (6-Methoxy-L-fucose). Run in O (water), CO (Methanol). Run at temperature 50 celsius, time 24 hour. Reaction SMILES: CC[C@H](O)[C@@H](O)[C@@H](O)[C@H](O)[CH:7]=[O:8].[OH-].[Na+].[OH:15][CH2:16][C:17]([C@@H:19]([C@@H:21]([C@H:23]([CH3:25])[OH:24])[OH:22])[OH:20])=[O:18].C(O)C(COP(O)(O)=O)=O.Cl.O=C[C@H]([C@@H]([C@@H]([C@H](C)O)O)O)O>O.CO>[CH3:7][O:8][CH2:25][C@H:23]([OH:24])[C@@H:21]([OH:22])[C@@H:19]([OH:20])[C@H:17]([OH:18])[CH:16]=[O:15] |f:1.2|. Reported procedure: A method for synthesizing 6-methyl-L-fucose is illustrated in Scheme 2. Compound 7e, the starting material, was synthesized according to the method of Wong et. al. (J. Am. Chem. Soc., 1986, 108, 7812, (1.21 g; 10.1 mmol). Compound 7e was dissolved in water (3 mL) and Dowex 50W-X8 (H+ form, 200-400 mesh) was added until pH 2.8. The mixture was heated at 50° C. for 8 h, then the resin was filtered off and washed with water (2×0.5 mL). A solution of 2, as synthesized by Wong, C.-H. et. al. J. Org. ... Reactants: CC[C@@H]([C@H]([C@H]([C@@H](C=O)O)O)O)O (6-methyl-L-fucose), O=C[C@@H](O)[C@H](O)[C@H](O)[C@@H](O)C (L-fucose), Compound 7e, [OH-].[Na+] (NaOH), OCC(=O)[C@H](O)[C@H](O)[C@@H](O)C (L-fuculose), [OH-].[Na+] (NaOH), Cl (HCl), MnCl2, Cl (HCl), Compound 7e, C(C(=O)COP(=O)(O)O)O (DHAP). The yield is 25.0%. The reactants are C(C=C)OCC1=CC=C(C(=O)C2=CC=CC=C2)C=C1 (4-(Allyloxymethyl)benzophenone), O.NN (hydrazine hydrate). Run in CO (methanol). Yields the product C(C=C)OCC1=CC=C(C=C1)C(C1=CC=CC=C1)=NN ([(4-(Allyloxylmethyl)phenyl)(phenyl)methylene]hydrazine). The yield is 20.7%. RXN SMILES: [CH2:1]([O:4][CH2:5][C:6]1[CH:19]=[CH:18][C:9]([C:10]([C:12]2[CH:17]=[CH:16][CH:15]=[CH:14][CH:13]=2)=O)=[CH:8][CH:7]=1)[CH:2]=[CH2:3].O.[NH2:21][NH2:22]>CO>[CH2:1]([O:4][CH2:5][C:6]1[CH:19]=[CH:18][C:9]([C:10](=[N:21][NH2:22])[C:12]2[CH:17]=[CH:16][CH:15]=[CH:14][CH:13]=2)=[CH:8][CH:7]=1)[CH:2]=[CH2:3] |f:1.2|. Reported procedure: To solution of 9 (1.09 g, 43 mmol) in methanol (10 ml) was added hydrazine hydrate (1.08 g 20 mmol). The mixture was heated to reflux for 48 h. then concentrated in vacuo. The residue was partioned between DCM and water and the organic layer collected and concentrated to yield 10 (1.10 g, 98%) as a mixture of cis and trans isomers and as a yellow oil; δH (CDCl3) 4.03, 4.13 (2×dt, 2H, J=1.4, 5.6 Hz, OCH2CH═CH2) 4.52, 4.60 (2×s, 2H, ArCH2O), 5.20, 5.27 (ddd, 1H, J=1.4, 3.0, 10.4 Hz, OCH2CH═CHH), 5...